Dataset: the Open Reaction Database (ORD), a public repository of structured organic reaction records. Task: describe an organic reaction: reactants, conditions, products, and yield The reactants are FC=1C=NC(=NC1)N1C=NC=2C(=NC=CC21)C (1-(5-fluoropyrimidin-2-yl)-4-methyl-1H-imidazo[4,5-c]pyridine), CO (MeOH). Reagents/catalysts: [Pt] (Pt/C), [Pd] (Pd/C). The solvent is CC(=O)O (AcOH). Yields the product C[C@@H]1NCCC2=C1N=CN2C2=NC=CC=C2 ((S*)-4-methyl-1-(pyridin-2-yl)-4,5,6,7-tetrahydro-1H-imidazo[4,5-c]pyridine). RXN SMILES: F[C:2]1[CH:3]=[N:4][C:5]([N:8]2[C:16]3[CH:15]=[CH:14][N:13]=[C:12]([CH3:17])[C:11]=3[N:10]=[CH:9]2)=N[CH:7]=1.[CH3:18]O>[Pd].[Pt].CC(O)=O>[CH3:17][C@H:12]1[C:11]2[N:10]=[CH:9][N:8]([C:5]3[CH:18]=[CH:7][CH:2]=[CH:3][N:4]=3)[C:16]=2[CH2:15][CH2:14][NH:13]1. Procedure: The title compound was prepared in a manner analogous to Example 153, Step D substituting the product from Example 191, Step 2 for 1-(5-fluoropyrimidin-2-yl)-4-methyl-1H-imidazo[4,5-c]pyridine, Pd/C for Pt/C and MeOH for AcOH. MS (ESI) mass calcd. C12H14N4, 214.1. m/z found, 215.1 [M+H]+. Reactants: ClCCN1CCCC1, [H-], Ic1cn[nH]c1, [Na+], CN(C)C=O, O. Product: Ic1cnn(CCN2CCCC2)c1. As a reaction SMILES: [Cl:9][CH2:10][CH2:11][N:12]1[CH2:13][CH2:14][CH2:15][CH2:16]1.[H-:2].[I:3][c:4]1[cH:5][n:6][nH:7][cH:8]1.[Na+:1].[O:18]=[CH:19][N:20]([CH3:21])[CH3:22].[OH2:17]>>[I:3][c:4]1[cH:5][n:6][n:7]([CH2:10][CH2:11][N:12]2[CH2:13][CH2:14][CH2:15][CH2:16]2)[cH:8]1.